This data is from the Open Reaction Database (ORD), a public repository of structured organic reaction records. The task is: describe an organic reaction: reactants, conditions, products, and yield The reactants are C(CCCCCCCCCCC)SC(C=CC1=C(C=C(C=C1Cl)Cl)Cl)O (dodecylsulfanyl-3-(2,4,6-trichloro-phenyl)-prop-2-en-1-ol), c-hexane ethyl acetate, S(O)(O)(=O)=O (sulfuric acid), O1CCOCC1 (Dioxane). Run in CO (methanol), O (water). Conditions: temperature 28 celsius, time 18 hour. Yields the product OCC(CC1=C(C=C(C=C1Cl)Cl)Cl)=O (1-hydroxy-3-(2,4,6-trichloro-phenyl)-propan-2-one). The yield is 16.6%. As a reaction SMILES: C(S[CH:14]([OH:26])[CH:15]=[CH:16][C:17]1[C:22]([Cl:23])=[CH:21][C:20]([Cl:24])=[CH:19][C:18]=1[Cl:25])CCCCCCCCCCC.S(=O)(=O)(O)[OH:28].O1CCOCC1>CO.O>[OH:26][CH2:14][C:15](=[O:28])[CH2:16][C:17]1[C:22]([Cl:23])=[CH:21][C:20]([Cl:24])=[CH:19][C:18]=1[Cl:25]. Procedure: To an emulsion of dodecylsulfanyl-3-(2,4,6-trichloro-phenyl)-prop-2-en-1-ol (0.82 g; 1.9 mmol), prepared as described in example P61 in methanol (3 ml) was added dropwise 30% sulfuric acid (1.5 ml; 5.6 mmol). The temperature increased from 23° C. until 28° C. The mixture was heated at 60° C. for 5 h. Dioxane (2 ml) was added and reaction was stirred at 60° C. for 18 h. The biphasic mixture was transferred in a sealed microwave vial and heated at 80° C. for 10 min and at 100° C. for 10 min. The m... The reactants are C[SiH](C)OCc1nc(C(C)(C)C)cn1-c1ccc(N2CC(COS(C)(=O)=O)OC2=O)cc1F, O=C([O-])O, CN(C)C=O, [N-]=[N+]=[N-], [Na+], [Na+], O. The product is C[SiH](C)OCc1nc(C(C)(C)C)cn1-c1ccc(N2CC(CN=[N+]=[N-])OC2=O)cc1F. As a reaction SMILES: [C:1]([CH3:2])([CH3:3])([CH3:4])[c:5]1[n:6][c:7]([CH2:29][O:30][SiH:31]([CH3:32])[CH3:33])[n:8](-[c:10]2[c:11]([F:28])[cH:12][c:13]([N:16]3[C:17](=[O:27])[O:18][CH:19]([CH2:21][O:22][S:23]([CH3:24])(=[O:25])=[O:26])[CH2:20]3)[cH:14][cH:15]2)[cH:9]1.[C:38](=[O:39])([OH:40])[O-:41].[CH3:43][N:44]([CH3:45])[CH:46]=[O:47].[N-:35]=[N+:36]=[N-:37].[Na+:34].[Na+:42].[OH2:48]>>[C:1]([CH3:2])([CH3:3])([CH3:4])[c:5]1[n:6][c:7]([CH2:29][O:30][SiH:31]([CH3:32])[CH3:33])[n:8](-[c:10]2[c:11]([F:28])[cH:12][c:13]([N:16]3[C:17](=[O:27])[O:18][CH:19]([CH2:21][N:35]=[N+:36]=[N-:37])[CH2:20]3)[cH:14][cH:15]2)[cH:9]1.